This data is from the Open Reaction Database (ORD), a public repository of structured organic reaction records. The task is: describe an organic reaction: reactants, conditions, products, and yield Starting materials: COCCN(CCOC)S(F)(F)F, COc1cc(C(F)(F)F)cc(SC)c1C(=O)NC1CCCC1N1CCC(O)C1. Yields the product COc1cc(C(F)(F)F)cc(SC)c1C(=O)NC1CCCC1N1CCC(F)C1. RXN SMILES: [CH3:29][O:30][CH2:31][CH2:32][N:33]([S:34]([F:35])([F:36])[F:39])[CH2:37][CH2:38][O:40][CH3:41].[OH:1][CH:2]1[CH2:3][N:4]([CH:7]2[CH:8]([NH:12][C:13]([c:14]3[c:15]([O:26][CH3:27])[cH:16][c:17]([C:22]([F:23])([F:24])[F:25])[cH:18][c:19]3[S:20][CH3:21])=[O:28])[CH2:9][CH2:10][CH2:11]2)[CH2:5][CH2:6]1>>[CH:2]1([F:39])[CH2:3][N:4]([CH:7]2[CH:8]([NH:12][C:13]([c:14]3[c:15]([O:26][CH3:27])[cH:16][c:17]([C:22]([F:23])([F:24])[F:25])[cH:18][c:19]3[S:20][CH3:21])=[O:28])[CH2:9][CH2:10][CH2:11]2)[CH2:5][CH2:6]1. Reactants: BrN1C(CCC1=O)=O (N-bromosuccinimide), C(C1=CC=CC=C1)(=O)OOC(C1=CC=CC=C1)=O (benzoyl peroxide), ClC1=CC=C(C=C1)NC(C1=C(C=CC(=C1)Cl)NC(=O)C=1SC(=CC1Cl)C)=O (N-(4-chlorophenyl)-2-[((5-methyl-3-chlorothiophen-2-yl)carbonyl)amino]-5-chlorobenzamide). The solvent is C1=CC=CC=C1 (benzene). Product: ClC1=CC=C(C=C1)NC(C1=C(C=CC(=C1)Cl)NC(=O)C=1SC(=CC1Cl)CBr)=O (N-(4-chlorophenyl)-2-[((5-bromomethyl-3-chlorothiophen-2-yl)carbonyl)amino]-5-chlorobenzamide). Yield: 73.9%. RXN SMILES: [Cl:1][C:2]1[CH:7]=[CH:6][C:5]([NH:8][C:9](=[O:27])[C:10]2[CH:15]=[C:14]([Cl:16])[CH:13]=[CH:12][C:11]=2[NH:17][C:18]([C:20]2[S:21][C:22]([CH3:26])=[CH:23][C:24]=2[Cl:25])=[O:19])=[CH:4][CH:3]=1.[Br:28]N1C(=O)CCC1=O.C(OOC(=O)C1C=CC=CC=1)(=O)C1C=CC=CC=1>C1C=CC=CC=1>[Cl:1][C:2]1[CH:3]=[CH:4][C:5]([NH:8][C:9](=[O:27])[C:10]2[CH:15]=[C:14]([Cl:16])[CH:13]=[CH:12][C:11]=2[NH:17][C:18]([C:20]2[S:21][C:22]([CH2:26][Br:28])=[CH:23][C:24]=2[Cl:25])=[O:19])=[CH:6][CH:7]=1. Procedure details: To a suspension of N-(4-chlorophenyl)-2-[((5-methyl-3-chlorothiophen-2-yl)carbonyl)amino]-5-chlorobenzamide (2.6 g, 6.0 mmol) in dry benzene (250 mL) were added N-bromosuccinimide (1.2 g, 6.6 mmol) and benzoyl peroxide (0.15 g, 0.6 mmol). The mixture was refluxed while irradiating with a 250 Watt lamp. After 28 hours the reaction was concentrated of all volatiles in vacuo and the resulting solid triturated with benzene. Purification by flash chromatography on silica gel afforded 2.3 g (75% yield... Reactants: COC=1C=C(C=CC1OC)CCN1CC(CC1)CO (N-[2-(3,4-dimethoxy-phenyl)-ethyl]-3-hydroxymethyl-pyrrolidine), C1(=CC=C(C=C1)S(=O)(=O)Cl)C (p-toluenesulphonic acid chloride). Solvent: N1=CC=CC=C1 (pyridine), C(Cl)Cl (methylene chloride). Run at time 6 hour. Product: COC=1C=C(C=CC1OC)CCN1CC(CC1)COS(=O)(=O)C1=CC=C(C)C=C1 (N-[2-(3,4-Dimethoxy-phenyl)-ethyl]-3-tosyloxymethylpyrrolidine). Reaction SMILES: [CH3:1][O:2][C:3]1[CH:4]=[C:5]([CH2:11][CH2:12][N:13]2[CH2:17][CH2:16][CH:15]([CH2:18][OH:19])[CH2:14]2)[CH:6]=[CH:7][C:8]=1[O:9][CH3:10].[C:20]1([CH3:30])[CH:25]=[CH:24][C:23]([S:26](Cl)(=[O:28])=[O:27])=[CH:22][CH:21]=1>N1C=CC=CC=1.C(Cl)Cl>[CH3:1][O:2][C:3]1[CH:4]=[C:5]([CH2:11][CH2:12][N:13]2[CH2:17][CH2:16][CH:15]([CH2:18][O:19][S:26]([C:23]3[CH:24]=[CH:25][C:20]([CH3:30])=[CH:21][CH:22]=3)(=[O:28])=[O:27])[CH2:14]2)[CH:6]=[CH:7][C:8]=1[O:9][CH3:10]. Reported procedure: 1.3 g (0.005 mol) of N-[2-(3,4-dimethoxy-phenyl)-ethyl]-3-hydroxymethyl-pyrrolidine are dissolved in 10 ml of pyridine, 1.05 g (0 0055 mol) of p-toluenesulphonic acid chloride are added and the mixture is stirred for 6 hours at ambient temperature. The excess pyridine is then distilled off in vacuo, the residue obtained is dissolved in methylene chloride and the organic phase is extracted with ice water. After the organic phase has been dried over magnesium sulphate it is concentrated by evapora...